This data is from the Open Reaction Database (ORD), a public repository of structured organic reaction records. The task is: describe an organic reaction: reactants, conditions, products, and yield Starting materials: C(C)(C)(C)OC(=O)N1CCC(=CC1)C1=CC(=C(C=C1)B1OCC(CO1)(C)C)F (4-[4-(5,5-Dimethyl-[1,3,2]dioxaborinan-2-yl)-3-fluoro-phenyl]-3,6-dihydro-2H-pyridine-1-carboxylic acid tert-butyl ester), ClC1=NC=C(C=N1)F (2-Chloro-5-fluoro-pyrimidine), C([O-])([O-])=O.[Na+].[Na+] (sodium carbonate), 1v, 1v, C1(=CC=CC=C1)C (toluene). The reagents and catalysts are [Pd].C1(=CC=CC=C1)P(C1=CC=CC=C1)C1=CC=CC=C1.C1(=CC=CC=C1)P(C1=CC=CC=C1)C1=CC=CC=C1.C1(=CC=CC=C1)P(C1=CC=CC=C1)C1=CC=CC=C1.C1(=CC=CC=C1)P(C1=CC=CC=C1)C1=CC=CC=C1 (Tetrakis(triphenylphosphine) palladium (0)). The solvent is C(C)O (ethanol). Run at time 8 hour. Yields the product C(C)(C)(C)OC(=O)N1CCC(=CC1)C1=CC(=C(C=C1)C1=NC=C(C=N1)F)F (4-[3-Fluoro-4-(5-fluoro-pyrimidin-2-yl)-phenyl]-3,6-dihydro-2H-pyridine-1-carboxylic acid tert-butyl ester). Reaction SMILES: [C:1]([O:5][C:6]([N:8]1[CH2:13][CH:12]=[C:11]([C:14]2[CH:19]=[CH:18][C:17](B3OCC(C)(C)CO3)=[C:16]([F:28])[CH:15]=2)[CH2:10][CH2:9]1)=[O:7])([CH3:4])([CH3:3])[CH3:2].Cl[C:30]1[N:35]=[CH:34][C:33]([F:36])=[CH:32][N:31]=1.C(=O)([O-])[O-].[Na+].[Na+].C1(C)C=CC=CC=1>[Pd].C1(P(C2C=CC=CC=2)C2C=CC=CC=2)C=CC=CC=1.C1(P(C2C=CC=CC=2)C2C=CC=CC=2)C=CC=CC=1.C1(P(C2C=CC=CC=2)C2C=CC=CC=2)C=CC=CC=1.C1(P(C2C=CC=CC=2)C2C=CC=CC=2)C=CC=CC=1.C(O)C>[C:1]([O:5][C:6]([N:8]1[CH2:13][CH:12]=[C:11]([C:14]2[CH:19]=[CH:18][C:17]([C:30]3[N:35]=[CH:34][C:33]([F:36])=[CH:32][N:31]=3)=[C:16]([F:28])[CH:15]=2)[CH2:10][CH2:9]1)=[O:7])([CH3:2])([CH3:4])[CH3:3] |f:2.3.4,6.7.8.9.10|. Procedure details: 4-[4-(5,5-Dimethyl-[1,3,2]dioxaborinan-2-yl)-3-fluoro-phenyl]-3,6-dihydro-2H-pyridine-1-carboxylic acid tert-butyl ester (19AB)(1.55 g, 3.98 mmol, 1 equiv), 2-Chloro-5-fluoro-pyrimidine (20AB)(634 mg, 591 uL, 4.78 mmol, 1.2 equiv), and 2M sodium carbonate (9.95 mL) were added in a pressure vessel (350 mL) and a (1v:1v) mixture of toluene and ethanol (25 mL: 25 mL) was added. The mixture was then bubbled with nitrogen gas for about 10 minutes. Tetrakis(triphenylphosphine) palladium (0) (462 mg, 0... Starting materials: O=Cc1ccc(F)cc1Br, CC(C)(C)S(N)=O, ClCCCl, O. Product: CC(=NS(=O)C(C)(C)C)c1ccc(F)cc1Br. RXN SMILES: [Br:8][c:9]1[c:10]([CH:11]=[O:12])[cH:13][cH:14][c:15]([F:17])[cH:16]1.[CH3:1][C:2]([CH3:3])([CH3:4])[S:5](=[O:6])[NH2:7].[Cl:18][CH2:19][CH2:20][Cl:21].[OH2:22]>>[CH3:1][C:2]([CH3:3])([CH3:4])[S:5](=[O:6])[N:7]=[C:11]([c:10]1[c:9]([Br:8])[cH:16][c:15]([F:17])[cH:14][cH:13]1)[CH3:19]. Reactants: CCO, CC(C)S(=O)(=O)Nc1ccsc1-c1ccc(-c2cc(F)cc([N+](=O)[O-])c2)cc1, [Na+], O=C([O-])O. Yields the product CC(C)S(=O)(=O)Nc1ccsc1-c1ccc(-c2cc(N)cc(F)c2)cc1. Reaction SMILES: [CH3:34][CH2:35][OH:36].[F:1][c:2]1[cH:3][c:4](-[c:11]2[cH:12][cH:13][c:14](-[c:17]3[s:18][cH:19][cH:20][c:21]3[NH:22][S:23](=[O:24])(=[O:25])[CH:26]([CH3:27])[CH3:28])[cH:15][cH:16]2)[cH:5][c:6]([N+:8]([O-:9])=[O:10])[cH:7]1.[Na+:33].[O-:29][C:30]([OH:31])=[O:32]>>[F:1][c:2]1[cH:3][c:4](-[c:11]2[cH:12][cH:13][c:14](-[c:17]3[s:18][cH:19][cH:20][c:21]3[NH:22][S:23](=[O:24])(=[O:25])[CH:26]([CH3:27])[CH3:28])[cH:15][cH:16]2)[cH:5][c:6]([NH2:8])[cH:7]1. Starting materials: C[C@H]1N(CCOC1)C1=NC(=C2N=CN(C2=N1)C1OCCCC1)N1[C@@H](COCC1)C (2,6-Bis-((R)-3-methyl-morpholin-4-yl)-9-(tetrahydro-pyran-2-yl)-9H-purine), BrC(C(Cl)(Cl)Cl)(Cl)Br (Dibromotetrachloroethane). The solvent is C1CCOC1 (THF), C1CCOC1 (THF). Reaction conditions: temperature -78 celsius, time 1 hour. The product is BrC=1N(C2=NC(=NC(=C2N1)N1[C@@H](COCC1)C)N1[C@@H](COCC1)C)C1OCCCC1 (8-Bromo-2,6-bis-((R)-3-methyl-morpholin-4-yl)-9-(tetrahydro-pyran-2-yl)-9H-purine). Isolated yield 78.2%. Reaction SMILES: [CH3:1][C@@H:2]1[CH2:7][O:6][CH2:5][CH2:4][N:3]1[C:8]1[N:16]=[C:15]2[C:11]([N:12]=[CH:13][N:14]2[CH:17]2[CH2:22][CH2:21][CH2:20][CH2:19][O:18]2)=[C:10]([N:23]2[CH2:28][CH2:27][O:26][CH2:25][C@H:24]2[CH3:29])[N:9]=1.[Br:30]C(Br)(Cl)C(Cl)(Cl)Cl>C1COCC1>[Br:30][C:13]1[N:14]([CH:17]2[CH2:22][CH2:21][CH2:20][CH2:19][O:18]2)[C:15]2[C:11]([N:12]=1)=[C:10]([N:23]1[CH2:28][CH2:27][O:26][CH2:25][C@H:24]1[CH3:29])[N:9]=[C:8]([N:3]1[CH2:4][CH2:5][O:6][CH2:7][C@H:2]1[CH3:1])[N:16]=2. Reported procedure: Diisopropylamine (290 μl, 2.04 mmol) was dissolved in 4 mL of THF at −60° C., when butyllithium in hexane was added (1.27 mL, 2.04 mmol) to form LDA. 2,6-Bis-((R)-3-methyl-morpholin-4-yl)-9-(tetrahydro-pyran-2-yl)-9H-purine (585 mg, 1.45 mmol) was dissolved in 8 mL of THF and added to the reaction mixture at −78° C. within 10 minutes. The reaction was stirred for 1 hour at −78° C. Dibromotetrachloroethane (947 mg, 2.91 mmol) in 4 mL of THF was added within 10 minutes. The reaction was stirred fo...